The task is: describe an organic reaction: reactants, conditions, products, and yield. This data is from the Open Reaction Database (ORD), a public repository of structured organic reaction records. Starting materials: C=C[Sn](CCCC)(CCCC)CCCC, [Na+], [Na+], O=C([O-])[O-], C1COCCO1, CSc1nc(N)nc(-c2ccco2)c1I. The product is C=Cc1c(SC)nc(N)nc1-c1ccco1. As a reaction SMILES: [CH:16](=[CH2:17])[Sn:18]([CH2:19][CH2:20][CH2:21][CH3:22])([CH2:23][CH2:24][CH2:25][CH3:26])[CH2:27][CH2:28][CH2:29][CH3:30].[Na+:31].[Na+:32].[O-:33][C:34](=[O:35])[O-:36].[O:37]1[CH2:38][CH2:39][O:40][CH2:41][CH2:42]1.[o:1]1[c:2](-[c:6]2[n:7][c:8]([NH2:15])[n:9][c:10]([S:13][CH3:14])[c:11]2[I:12])[cH:3][cH:4][cH:5]1>>[o:1]1[c:2](-[c:6]2[n:7][c:8]([NH2:15])[n:9][c:10]([S:13][CH3:14])[c:11]2[CH:16]=[CH2:17])[cH:3][cH:4][cH:5]1. Starting materials: COc1ccccc1N1CCNCC1, CCO, c1ccc(-c2nnco2)c(OCC2CO2)c1. The product is COc1ccccc1N1CCN(CC(O)COc2ccccc2-c2nnco2)CC1. As a reaction SMILES: [CH3:17][O:18][c:19]1[c:20]([N:25]2[CH2:26][CH2:27][NH:28][CH2:29][CH2:30]2)[cH:21][cH:22][cH:23][cH:24]1.[CH3:31][CH2:32][OH:33].[O:1]1[CH:2]([CH2:3][O:4][c:5]2[c:6](-[c:11]3[o:12][cH:13][n:14][n:15]3)[cH:7][cH:8][cH:9][cH:10]2)[CH2:16]1>>[OH:1][CH:2]([CH2:3][O:4][c:5]1[c:6](-[c:11]2[o:12][cH:13][n:14][n:15]2)[cH:7][cH:8][cH:9][cH:10]1)[CH2:16][N:28]1[CH2:27][CH2:26][N:25]([c:20]2[c:19]([O:18][CH3:17])[cH:24][cH:23][cH:22][cH:21]2)[CH2:30][CH2:29]1. Reactants: C(C1=CC=CC=C1)OC([C@@H](NC(=O)OC)CC1=CC=C(C=C1)OC)=O (N-methoxycarbonyl-O-methyl-L-tyrosine benzyl ester), O1CCCC1 (tetrahydrofuran). Reagents/catalysts: [Pd] (palladium on carbon), [Pd] (palladium on carbon). Solvent: O (water). Run at time 2 hour. Product: COC(=O)N[C@@H](CC1=CC=C(C=C1)OC)C(=O)O (N-methoxycarbonyl-O-methyl-L-tyrosine). Yield: 98.2%. RXN SMILES: C([O:8][C:9](=[O:25])[C@H:10]([CH2:16][C:17]1[CH:22]=[CH:21][C:20]([O:23][CH3:24])=[CH:19][CH:18]=1)[NH:11][C:12]([O:14][CH3:15])=[O:13])C1C=CC=CC=1.O1CCCC1>[Pd].O>[CH3:15][O:14][C:12]([NH:11][C@H:10]([C:9]([OH:25])=[O:8])[CH2:16][C:17]1[CH:22]=[CH:21][C:20]([O:23][CH3:24])=[CH:19][CH:18]=1)=[O:13]. Reported procedure: A mixture of N-methoxycarbonyl-O-methyl-L-tyrosine benzyl ester (14.5 g), 10% palladium on carbon (0.73 g), and tetrahydrofuran (145 ml)-water (14.5 ml) was shaken under hydrogen at ambient temperature for 2 hours. An additional 10% palladium on carbon (0.73 g) was added to the mixture and shaking was continued for an additional 2 hours. The catalyst was filtered off and washed with tetrahydrofuran. The filtrate and washings were combined and concentrated in vacuo to afford N-methoxycarbonyl-O-m... The reactants are CN1CC[C@]23C4=C5C=CC(=C4O[C@H]2C(=CC=C3[C@H]1C5)OC)OC (thebaine), mercuric acetate, [K+].[Br-] (KBr), C(C)(=O)O (acetic acid). The reagents and catalysts are [Hg](Br)Br (HgBr2). The solvent is CO (methanol), CO (methanol). Conditions: temperature 0 celsius, time 1 hour. Product: CN1CC[C@]23[C@@H]4C(=O)CC=C2[C@H]1CC5=C3C(=C(C=C5)OC)O4 (neopinone). As a reaction SMILES: [CH3:1][N:2]1[C@@H:18]2[CH2:19][C:7]3[CH:8]=[CH:9][C:10]([O:22][CH3:23])=[C:11]4[O:12][C@H:13]5[C:14]([O:20]C)=[CH:15][CH:16]=[C:17]2[C@:5]5([C:6]=34)[CH2:4][CH2:3]1.C(O)(=O)C.[K+].[Br-]>CO.[Hg](Br)Br>[CH3:1][N:2]1[C@@H:18]2[CH2:19][C:7]3[CH:8]=[CH:9][C:10]([O:22][CH3:23])=[C:11]4[O:12][C@H:13]5[C:14]([CH2:15][CH:16]=[C:17]2[C@:5]5([C:6]=34)[CH2:4][CH2:3]1)=[O:20] |f:2.3|. Procedure: A solution of thebaine (1.00 g., 3.22 mmol) in methanol (40 ml.) was added to a stirred suspension of mercuric acetate (1.54 g., 4.82 mmol, 150 mol%) in methanol (30 ml.) at reflux for 50 min. under N2. After reflux, the mixture was filtered and the solvent evaporated in vacuo to give 2.67 g. of residue. This residue was taken up in 100 ml. of 3N acetic acid (17 ml. glacial HOAc diluted to 100 ml. H2O) and stirred at room temperature under N2 for 100 min. at which time 70 ml. of sat. aq. KBr was... Reactants: C[C@H]1C(C(C=C2C(C[C@H]3[C@@H]4CCC([C@@]4(C)CC[C@@H]3[C@@]12C)=O)(CBr)Br)=O)Br (1α-methyl-2,6-dibromo-6-bromomethylandrost-4-ene-3,17-dione), [I-].[Na+] (sodium iodide). The solvent is CC(=O)C (acetone). Product: C[C@H]1C(C(C=C2C(C[C@H]3[C@@H]4CCC([C@@]4(C)CC[C@@H]3[C@@]12C)=O)=C)=O)Br (1α-Methyl-2-bromo-6-methylenandrost-4-ene-3,17-dione). Isolated yield 90.1%. RXN SMILES: [CH3:1][C@@H:2]1[C@@:19]2([CH3:20])[C:6]([C:7](Br)([CH2:22]Br)[CH2:8][C@@H:9]3[C@@H:18]2[CH2:17][CH2:16][C@@:14]2([CH3:15])[C@H:10]3[CH2:11][CH2:12][C:13]2=[O:21])=[CH:5][C:4](=[O:25])[CH:3]1[Br:26].[I-].[Na+]>CC(C)=O>[CH3:1][C@@H:2]1[C@@:19]2([CH3:20])[C:6]([C:7](=[CH2:22])[CH2:8][C@@H:9]3[C@@H:18]2[CH2:17][CH2:16][C@@:14]2([CH3:15])[C@H:10]3[CH2:11][CH2:12][C:13]2=[O:21])=[CH:5][C:4](=[O:25])[CH:3]1[Br:26] |f:1.2|. Procedure: With a procedure similar to the one described in the Example 3, 2.5 g of 1α-methyl-2,6-dibromo-6-bromomethylandrost-4-ene-3,17-dione and 5.5 g of sodium iodide in acetone give 1.6 g of the crude title compound which is directly used for the next step. The reactants are COC1=C(C=CC=C1OC1=C(C=CC=C1)Cl)C(C(=O)O)CCC (2-[2-methoxy-3-(2-chlorophenoxy)phenyl]valeric acid). Solvent: C(C)(=O)OC(C)=O (acetic anhydride), I (hydriodic acid). Product: C(CC)C1C(OC2=C1C=CC=C2OC2=C(C=CC=C2)Cl)=O (3-n-propyl-7-(2-chlorophenoxy)-2,3-dihydrobenzofuran-2-one). Yield: 43.7%. As a reaction SMILES: CO[C:3]1[C:8]([O:9][C:10]2[CH:15]=[CH:14][CH:13]=[CH:12][C:11]=2[Cl:16])=[CH:7][CH:6]=[CH:5][C:4]=1[CH:17]([CH2:21][CH2:22][CH3:23])[C:18]([OH:20])=[O:19]>C(OC(=O)C)(=O)C.I>[CH2:21]([CH:17]1[C:4]2[CH:5]=[CH:6][CH:7]=[C:8]([O:9][C:10]3[CH:15]=[CH:14][CH:13]=[CH:12][C:11]=3[Cl:16])[C:3]=2[O:19][C:18]1=[O:20])[CH2:22][CH3:23]. Reported procedure: A solution of 2-[2-methoxy-3-(2-chlorophenoxy)phenyl]valeric acid (3.8 g) in acetic anhydride (10 ml) and hydriodic acid (55-58%, 20 ml) were treated in a similar manner to that of Example 14-(8) to give 3-n-propyl-7-(2-chlorophenoxy)-2,3-dihydrobenzofuran-2-one (1.5 g). mp 51°-53° C. The reactants are CS(=O)(=O)OCCN1C=NC(=C1)C1=NC=CC(=C1)C(=O)OC (methyl 2-(1-{2-[(methylsulfonyl)oxy]ethyl}-1H-imidazol-4-yl)pyridine-4-carboxylate), CNCC1=CC=CC=C1 (N-methylbenzylamine). Run in C1(=CC=CC=C1)C (toluene). Product: C(C1=CC=CC=C1)N(CCN1C=NC(=C1)C1=NC=CC(=C1)C(=O)OC)C (methyl 2-(1-{2-[benzyl(methyl)amino]ethyl}-1H-imidazol-4-yl)pyridine-4-carboxylate). The yield is 73.2%. As a reaction SMILES: CS(O[CH2:6][CH2:7][N:8]1[CH:12]=[C:11]([C:13]2[CH:18]=[C:17]([C:19]([O:21][CH3:22])=[O:20])[CH:16]=[CH:15][N:14]=2)[N:10]=[CH:9]1)(=O)=O.[CH3:23][NH:24][CH2:25][C:26]1[CH:31]=[CH:30][CH:29]=[CH:28][CH:27]=1>C1(C)C=CC=CC=1>[CH2:25]([N:24]([CH3:23])[CH2:6][CH2:7][N:8]1[CH:12]=[C:11]([C:13]2[CH:18]=[C:17]([C:19]([O:21][CH3:22])=[O:20])[CH:16]=[CH:15][N:14]=2)[N:10]=[CH:9]1)[C:26]1[CH:31]=[CH:30][CH:29]=[CH:28][CH:27]=1. Procedure details: A solution of methyl 2-(1-{2-[(methylsulfonyl)oxy]ethyl}-1H-imidazol-4-yl)pyridine-4-carboxylate (150 mg, 0.46 mmol) and N-methylbenzylamine (558 mg, 4.6 mmol) in toluene (8 mL) was heated at 110° C. in a sealed tube for 7 hrs. The solution was concentrated to an oily residue and chromatographed on silica gel (EtOAc/Hex, 1:1) to give the title compound (118 mg) as an amber oil: 1HNMR (400 MHz, CDCl3): δ 2.28 (3H, s), 2.78 (2H, t, J=4.2 Hz), 3.61 (2H, s), 3.94 (3H, s), 4.03 (2H, t, J=4.2 Hz), 7.1... Product: CCOC(=O)C(C)(C)c1ccc2[nH]c(-c3cc(C)cc(C)c3)c(CCN(CCCCc3cccnc3)C(=O)OCc3ccccc3)c2c1. As a reaction SMILES: [CH2:1]([CH3:2])[O:3][C:4]([C:5]([CH3:6])([CH3:7])[c:8]1[cH:9][c:10]2[c:11]([CH2:25][CH2:26][NH:27][CH2:28][CH2:29][CH2:30][CH2:31][c:32]3[cH:33][n:34][cH:35][cH:36][cH:37]3)[c:12](-[c:17]3[cH:18][c:19]([CH3:24])[cH:20][c:21]([CH3:23])[cH:22]3)[nH:13][c:14]2[cH:15][cH:16]1)=[O:38].[CH:39]([N:40]([CH2:41][CH3:42])[CH:43]([CH3:44])[CH3:45])([CH3:46])[CH3:47].[Cl:48][C:49](=[O:50])[O:51][CH2:52][c:53]1[cH:54][cH:55][cH:56][cH:57][cH:58]1.[Cl:59][CH2:60][Cl:61]>>[CH2:1]([CH3:2])[O:3][C:4]([C:5]([CH3:6])([CH3:7])[c:8]1[cH:9][c:10]2[c:11]([CH2:25][CH2:26][N:27]([CH2:28][CH2:29][CH2:30][CH2:31][c:32]3[cH:33][n:34][cH:35][cH:36][cH:37]3)[C:49](=[O:50])[O:51][CH2:52][c:53]3[cH:54][cH:55][cH:56][cH:57][cH:58]3)[c:12](-[c:17]3[cH:18][c:19]([CH3:24])[cH:20][c:21]([CH3:23])[cH:22]3)[nH:13][c:14]2[cH:15][cH:16]1)=[O:38]. The reactants are CCOC(=O)C(C)(C)c1ccc2[nH]c(-c3cc(C)cc(C)c3)c(CCNCCCCc3cccnc3)c2c1, CCN(C(C)C)C(C)C, O=C(Cl)OCc1ccccc1, ClCCl. The reactants are COC(=O)C1=C(NC(=C(C1C1=C(C=CC=C1)SCCCCCl)[N+](=O)[O-])C)N (2-amino- 1,4-dihydro-4-(2-[(4-chlorobutyl)thio]phenyl)-6-methyl-5-nitro-3-pyridinecarboxylic acid methyl ester), COC1=C(C=CC=C1)N1CCNCC1 (1-(2-methoxyphenyl)piperazine), [I-].[Na+] (sodium iodide), C([O-])(O)=O.[Na+] (sodium bicarbonate). The solvent is C(C)(C)O (isopropanol). Conditions: time 8 hour. Yields the product COC(=O)C1=C(NC(=C(C1C1=C(C=CC=C1)SCCCCN1CCN(CC1)C1=C(C=CC=C1)OC)[N+](=O)[O-])C)N (2-Amino-1,4-dihydro-4-(2-{4-[4-(2-methoxyphenyl)-1-piperazinyl]-butylthio}phenyl)-6-methyl-5-nitro-3-pyridinecarboxylic acid methyl ester). Reaction SMILES: [CH3:1][O:2][C:3]([C:5]1[CH:10]([C:11]2[CH:16]=[CH:15][CH:14]=[CH:13][C:12]=2[S:17][CH2:18][CH2:19][CH2:20][CH2:21]Cl)[C:9]([N+:23]([O-:25])=[O:24])=[C:8]([CH3:26])[NH:7][C:6]=1[NH2:27])=[O:4].[CH3:28][O:29][C:30]1[CH:35]=[CH:34][CH:33]=[CH:32][C:31]=1[N:36]1[CH2:41][CH2:40][NH:39][CH2:38][CH2:37]1.[I-].[Na+].C(=O)(O)[O-].[Na+]>C(O)(C)C>[CH3:1][O:2][C:3]([C:5]1[CH:10]([C:11]2[CH:16]=[CH:15][CH:14]=[CH:13][C:12]=2[S:17][CH2:18][CH2:19][CH2:20][CH2:21][N:39]2[CH2:38][CH2:37][N:36]([C:31]3[CH:32]=[CH:33][CH:34]=[CH:35][C:30]=3[O:29][CH3:28])[CH2:41][CH2:40]2)[C:9]([N+:23]([O-:25])=[O:24])=[C:8]([CH3:26])[NH:7][C:6]=1[NH2:27])=[O:4] |f:2.3,4.5|. Reported procedure: To a 5 liter 4-neck round-bottom flask fitted with mechanical stirrer, reflux condenser and thermowell, under a nitrogen atmosphere, was added 37.87 g of 2-amino- 1,4-dihydro-4-(2-[(4-chlorobutyl)thio]phenyl)-6-methyl-5-nitro-3-pyridinecarboxylic acid methyl ester, 3.5 liters of isopropanol, 35.35 g of 1-(2-methoxyphenyl)piperazine, 27.57 g of sodium iodide and 15.45 g of sodium bicarbonate. The reaction mixture was heated at reflux for 6.5 hr., then stirred overnight at room temperature. The so... The reactants are CC(=O)O[BH-](OC(C)=O)OC(C)=O, CC(=O)O, CC1(C)OC(=O)c2cc(N=Cc3ccc(C#Cc4ccc(Cl)cc4)cc3)ccc2O1, [Na+], O. The product is CC1(C)OC(=O)c2cc(NCc3ccc(C#Cc4ccc(Cl)cc4)cc3)ccc2O1. As a reaction SMILES: [C:31]([O:32][BH-:33]([O:34][C:35](=[O:36])[CH3:37])[O:38][C:39](=[O:40])[CH3:41])(=[O:42])[CH3:43].[CH3:45][C:46](=[O:47])[OH:48].[Cl:1][c:2]1[cH:3][cH:4][c:5]([C:8]#[C:9][c:10]2[cH:11][cH:12][c:13]([CH:16]=[N:17][c:18]3[cH:19][c:20]4[c:21]([cH:29][cH:30]3)[O:22][C:23]([CH3:27])([CH3:28])[O:24][C:25]4=[O:26])[cH:14][cH:15]2)[cH:6][cH:7]1.[Na+:44].[OH2:49]>>[Cl:1][c:2]1[cH:3][cH:4][c:5]([C:8]#[C:9][c:10]2[cH:11][cH:12][c:13]([CH2:16][NH:17][c:18]3[cH:19][c:20]4[c:21]([cH:29][cH:30]3)[O:22][C:23]([CH3:27])([CH3:28])[O:24][C:25]4=[O:26])[cH:14][cH:15]2)[cH:6][cH:7]1.